Task: describe an organic reaction: reactants, conditions, products, and yield. Dataset: the Open Reaction Database (ORD), a public repository of structured organic reaction records The reactants are NC=1C=C2C=CC=NC2=CC1 (6-aminoquinoline), C1(=CC=CC=C1)C(C)N=C=O ((+/−)-1-phenylethyl isocyanate). The product is C1(=CC=CC=C1)C(C)NC(=O)NC=1C=C2C=CC=NC2=CC1 (N-[(+/−)-1-phenylethyl]-N′-[quinolin-6-yl]urea). As a reaction SMILES: [NH2:1][C:2]1[CH:3]=[C:4]2[C:9](=[CH:10][CH:11]=1)[N:8]=[CH:7][CH:6]=[CH:5]2.[C:12]1([CH:18]([N:20]=[C:21]=[O:22])[CH3:19])[CH:17]=[CH:16][CH:15]=[CH:14][CH:13]=1>>[C:12]1([CH:18]([NH:20][C:21]([NH:1][C:2]2[CH:3]=[C:4]3[C:9](=[CH:10][CH:11]=2)[N:8]=[CH:7][CH:6]=[CH:5]3)=[O:22])[CH3:19])[CH:17]=[CH:16][CH:15]=[CH:14][CH:13]=1. Reported procedure: Prepared from 6-aminoquinoline and (+/−)-1-phenylethyl isocyanate. m/z (ES+) 292 (M+H)+.